From a dataset of the Open Reaction Database (ORD), a public repository of structured organic reaction records. describe an organic reaction: reactants, conditions, products, and yield The reactants are COC1=C(C(=C(C(=C1C)C)OC)C)OC1=CC=C(C=C1)[N+](=O)[O-] (2,5-dimethoxy-3,4,6-trimethyl-1-(4-nitrophenoxy)benzene). Reagents/catalysts: [Pd] (palladium-on-charcoal). Run in C(C)O (ethanol). Reaction conditions: time 3 hour. The product is COC1=C(OC2=CC=C(N)C=C2)C(=C(C(=C1C)C)OC)C (4-(2,5-Dimethoxy-3,4,6-trimethylphenoxy)aniline). Isolated yield 89.7%. RXN SMILES: [CH3:1][O:2][C:3]1[C:8]([CH3:9])=[C:7]([CH3:10])[C:6]([O:11][CH3:12])=[C:5]([CH3:13])[C:4]=1[O:14][C:15]1[CH:20]=[CH:19][C:18]([N+:21]([O-])=O)=[CH:17][CH:16]=1>[Pd].C(O)C>[CH3:1][O:2][C:3]1[C:8]([CH3:9])=[C:7]([CH3:10])[C:6]([O:11][CH3:12])=[C:5]([CH3:13])[C:4]=1[O:14][C:15]1[CH:16]=[CH:17][C:18]([NH2:21])=[CH:19][CH:20]=1. Procedure details: A mixture of 4.8 g of 2,5-dimethoxy-3,4,6-trimethyl-1-(4-nitrophenoxy)benzene [prepared as described in step (b) above], 1.0 g of 10% w/w palladium-on-charcoal and 100 ml of ethanol was stirred under a hydrogen atmosphere at room temperature for 3 hours. At the end of this time, the catalyst was filtered off, and the filtrate was concentrated by evaporation under reduced pressure, to give 3.9 g of the title compound. p Nuclear Magnetic Resonance Spectrum (CDCl3) δ ppm: The reactants are CC(C)(Oc1cccc(C2CCCN(C(=O)NCc3ccc(C(F)(F)F)cc3)C2)c1)C(=O)OCc1ccccc1, CO. Yields the product CC(C)(Oc1cccc(C2CCCN(C(=O)NCc3ccc(C(F)(F)F)cc3)C2)c1)C(=O)O. Reaction SMILES: [CH2:1]([c:2]1[cH:3][cH:4][cH:5][cH:6][cH:7]1)[O:8][C:9]([C:10]([CH3:11])([O:12][c:13]1[cH:14][c:15]([CH:19]2[CH2:20][N:21]([C:25]([NH:26][CH2:27][c:28]3[cH:29][cH:30][c:31]([C:34]([F:35])([F:36])[F:37])[cH:32][cH:33]3)=[O:38])[CH2:22][CH2:23][CH2:24]2)[cH:16][cH:17][cH:18]1)[CH3:39])=[O:40].[CH3:41][OH:42]>>[O:8]=[C:9]([C:10]([CH3:11])([O:12][c:13]1[cH:14][c:15]([CH:19]2[CH2:20][N:21]([C:25]([NH:26][CH2:27][c:28]3[cH:29][cH:30][c:31]([C:34]([F:35])([F:36])[F:37])[cH:32][cH:33]3)=[O:38])[CH2:22][CH2:23][CH2:24]2)[cH:16][cH:17][cH:18]1)[CH3:39])[OH:40]. Starting materials: COC=C(C)C1=C(N=C(S1)C1=CC=C(C=C1)C(F)(F)F)C (5-(2-Methoxy-1-methyl-vinyl)-4-methyl-2-(4-trifluoromethyl-phenyl)-thiazole), Cl (HCl). Solvent: C(C)(=O)OCC (ethyl acetate), C1CCOC1 (THF). Product: CC=1N=C(SC1C(C=O)C)C1=CC=C(C=C1)C(F)(F)F (2-[4-Methyl-2-(4-trifluoromethyl-phenyl)-thiazol-5-yl]-propionaldehyde). The yield is 52.4%. RXN SMILES: C[O:2][CH:3]=[C:4]([C:6]1[S:10][C:9]([C:11]2[CH:16]=[CH:15][C:14]([C:17]([F:20])([F:19])[F:18])=[CH:13][CH:12]=2)=[N:8][C:7]=1[CH3:21])[CH3:5].Cl>C1COCC1.C(OCC)(=O)C>[CH3:21][C:7]1[N:8]=[C:9]([C:11]2[CH:16]=[CH:15][C:14]([C:17]([F:20])([F:19])[F:18])=[CH:13][CH:12]=2)[S:10][C:6]=1[CH:4]([CH3:5])[CH:3]=[O:2]. Procedure: 5-(2-Methoxy-1-methyl-vinyl)-4-methyl-2-(4-trifluoromethyl-phenyl)-thiazole (7.0 g, 22.3 mmol) in THF (200 mL) is treated with concentrated HCl aqueous solution (7 mL) at 50° C. for 2 hours. The reaction mixture is diluted with ethyl acetate, washed with sodium bicarbonate aqueous solution, dried over sodium sulfate. Concentration and column chromatography on silica gel provided the title compound (3.5 g). The reactants are CC1=NN(C=C1C1=CC(CCC1)=O)C1=C2C(=NC=C1)N(C=C2)COCC[Si](C)(C)C (3-[3-methyl-1-(1-[2-(trimethylsilyl)ethoxy]methyl-1H-pyrrolo[2,3-b]pyridin-4-yl)-1H-pyrazol-4-yl]cyclohex-2-en-1-one), CO (methanol), [BH4-].[Na+] (sodium tetrahydroborate). The reagents and catalysts are [Pd] (palladium on carbon). Reaction conditions: time 8 hour. Product: CC1=NN(C=C1C1CC(CCC1)O)C1=C2C(=NC=C1)N(C=C2)COCC[Si](C)(C)C (3-[3-Methyl-1-(1-[2-(trimethylsilyl)ethoxy]methyl-1H-pyrrolo[2,3-b]pyridin-4-yl)-1H-pyrazol-4-yl]cyclohexanol). Yield: 26.0%. As a reaction SMILES: [CH3:1][C:2]1[C:6]([C:7]2[CH2:12][CH2:11][CH2:10][C:9](=[O:13])[CH:8]=2)=[CH:5][N:4]([C:14]2[CH:19]=[CH:18][N:17]=[C:16]3[N:20]([CH2:23][O:24][CH2:25][CH2:26][Si:27]([CH3:30])([CH3:29])[CH3:28])[CH:21]=[CH:22][C:15]=23)[N:3]=1.CO.[BH4-].[Na+]>[Pd]>[CH3:1][C:2]1[C:6]([CH:7]2[CH2:12][CH2:11][CH2:10][CH:9]([OH:13])[CH2:8]2)=[CH:5][N:4]([C:14]2[CH:19]=[CH:18][N:17]=[C:16]3[N:20]([CH2:23][O:24][CH2:25][CH2:26][Si:27]([CH3:28])([CH3:30])[CH3:29])[CH:21]=[CH:22][C:15]=23)[N:3]=1 |f:2.3|. Procedure: A mixture of 3-[3-methyl-1-(1-[2-(trimethylsilyl)ethoxy]methyl-1H-pyrrolo[2,3-b]pyridin-4-yl)-1H-pyrazol-4-yl]cyclohex-2-en-1-one (0.019 g, 0.000045 mol) and palladium on carbon (Pd/C) (0.018 g, 0.000017 mol) in methanol (2 mL, 0.05 mol) was degassed and was stirred under a hydrogen atmosphere overnight. An additional 48 mg of 10% Pd/C was added and stirred under a hydrogen atmosphere for 8 h. The palladium was filtered and the filtrate was stirred with sodium tetrahydroborate (0.032 g, 0.00084 ... Starting materials: O.N (ammonia water), ClC1=CC=C(C=N1)C(CO)(C)C (2-(6-chloro-pyrid-3-yl)-2-methylpropanol), O(C1=CC=CC=C1)C=1C=C(CBr)C=CC1 (3-phenoxy-benzyl bromide), [OH-].[Na+] (sodium hydroxide). The reagents and catalysts are S(=O)(=O)(O)[O-].C(CCC)[N+](CCCC)(CCCC)CCCC (tetra-n-butylammonium hydrogen sulfate). Solvent: CO (methanol), O (water), C1(=CC=CC=C1)C (toluene), C1(=CC=CC=C1)C (toluene). Conditions: time 2 hour. Product: O(C1=CC=CC=C1)C=1C=C(COCC(C)(C)C=2C=NC(=CC2)Cl)C=CC1 (2-(6-Chloro-pyrid-3-yl)-2-methyl-propyl 3-phenoxy-benzyl ether). Reaction SMILES: [Cl:1][C:2]1[N:7]=[CH:6][C:5]([C:8]([CH3:12])([CH3:11])[CH2:9][OH:10])=[CH:4][CH:3]=1.[O:13]([C:20]1[CH:21]=[C:22]([CH:25]=[CH:26][CH:27]=1)[CH2:23]Br)[C:14]1[CH:19]=[CH:18][CH:17]=[CH:16][CH:15]=1.[OH-].[Na+].O.N>C1(C)C=CC=CC=1.S([O-])(O)(=O)=O.C([N+](CCCC)(CCCC)CCCC)CCC.O.CO>[O:13]([C:20]1[CH:21]=[C:22]([CH:25]=[CH:26][CH:27]=1)[CH2:23][O:10][CH2:9][C:8]([C:5]1[CH:6]=[N:7][C:2]([Cl:1])=[CH:3][CH:4]=1)([CH3:12])[CH3:11])[C:14]1[CH:15]=[CH:16][CH:17]=[CH:18][CH:19]=1 |f:2.3,4.5,7.8|. Procedure: 1.9 g (10.2 mmol) of 2-(6-chloro-pyrid-3-yl)-2-methylpropanol are dissolved in 15 ml of toluene, 2.7 g (10.3 mmol) of 3-phenoxy-benzyl bromide are added and a solution of 0.6 g (1.8 mmol) of tetra-n-butylammonium hydrogen sulfate in 5 g of 50% strength sodium hydroxide solution is added. The mixture is stirred at 70°-80° C. for 2 hours, mixed with a mixture of 2 ml of methanol and 2 ml of concentrated ammonia water and finally all distributed between water and toluene. The organic phase is washe... Starting materials: CCOC(=O)/N=N/C(=O)OCC (DEAD), FC(C1=NC(=NO1)C1=CC(=C(C(=C1)C)O)C)(F)F (4-(5-trifluoromethyl-1,2,4-oxadiazol-3-yl)-2,6-dimethylphenol), ClC1=NC=C(C=C1)CCCO (2-chloro-5-(3-hydroxypropyl)-pyridine), C1(=CC=CC=C1)P(C1=CC=CC=C1)C1=CC=CC=C1 (triphenylphosphine). The solvent is C(Cl)Cl (methylene chloride), C(Cl)Cl (methylene chloride). Reaction conditions: time 60 hour. Yields the product ClC1=NC=C(C=C1)CCCOC1=C(C=C(C=C1C)C1=NOC(=N1)C(F)(F)F)C (2-chloro-5-[3-[4-(5-trifluoromethyl-1,2,4-oxadiazol-3-yl)-2,6-dimethylphenoxy]-propyl]-pyridine). Yield: 78.3%. Reaction SMILES: [F:1][C:2]([F:18])([F:17])[C:3]1[O:7][N:6]=[C:5]([C:8]2[CH:13]=[C:12]([CH3:14])[C:11]([OH:15])=[C:10]([CH3:16])[CH:9]=2)[N:4]=1.[Cl:19][C:20]1[CH:25]=[CH:24][C:23]([CH2:26][CH2:27][CH2:28]O)=[CH:22][N:21]=1.C1(P(C2C=CC=CC=2)C2C=CC=CC=2)C=CC=CC=1.CCOC(/N=N/C(OCC)=O)=O>C(Cl)Cl>[Cl:19][C:20]1[CH:25]=[CH:24][C:23]([CH2:26][CH2:27][CH2:28][O:15][C:11]2[C:12]([CH3:14])=[CH:13][C:8]([C:5]3[N:4]=[C:3]([C:2]([F:17])([F:1])[F:18])[O:7][N:6]=3)=[CH:9][C:10]=2[CH3:16])=[CH:22][N:21]=1. Procedure: To a suspension of 1.12 g (4.34 mmol) of 4-(5-trifluoromethyl-1,2,4-oxadiazol-3-yl)-2,6-dimethylphenol, 0.87 g (1.2 eq) of 2-chloro-5-(3-hydroxypropyl)-pyridine, 1.4 g (1.2 eq) of triphenylphosphine in 50 ml of methylene chloride under nitrogen at 0° C. was added dropwise a solution of 0.86 g (1.2 eq) of DEAD in 5 ml of methylene chloride. The mixture was stirred under nitrogen at room temperature for 60 h, concentrated in vacuo and the residue was triturated with hexane/ethyl acetate, filtered,...